From a dataset of the Open Reaction Database (ORD), a public repository of structured organic reaction records. describe an organic reaction: reactants, conditions, products, and yield The reactants are CCOc1cc(C(C)(C)C)ncc1C1=NC(C)(c2ccc(Cl)cc2)C(C)(c2ccc(Cl)cc2)N1C(=O)N1CCN(CC(=O)O)CC1, CC(C)(C)N, Cl. Product: CCOc1cc(C(C)(C)C)ncc1C1=NC(C)(c2ccc(Cl)cc2)C(C)(c2ccc(Cl)cc2)N1C(=O)N1CCN(CC(=O)NC(C)(C)C)CC1. RXN SMILES: [C:2]([CH3:3])([CH3:4])([CH3:5])[c:6]1[cH:7][c:8]([O:45][CH2:46][CH3:47])[c:9]([C:12]2=[N:16][C:15]([CH3:17])([c:18]3[cH:19][cH:20][c:21]([Cl:24])[cH:22][cH:23]3)[C:14]([CH3:25])([c:26]3[cH:27][cH:28][c:29]([Cl:32])[cH:30][cH:31]3)[N:13]2[C:33](=[O:34])[N:35]2[CH2:36][CH2:37][N:38]([CH2:41][C:42](=[O:43])[OH:44])[CH2:39][CH2:40]2)[cH:10][n:11]1.[CH3:48][C:49]([CH3:50])([CH3:51])[NH2:52].[ClH:1]>>[C:2]([CH3:3])([CH3:4])([CH3:5])[c:6]1[cH:7][c:8]([O:45][CH2:46][CH3:47])[c:9]([C:12]2=[N:16][C:15]([CH3:17])([c:18]3[cH:19][cH:20][c:21]([Cl:24])[cH:22][cH:23]3)[C:14]([CH3:25])([c:26]3[cH:27][cH:28][c:29]([Cl:32])[cH:30][cH:31]3)[N:13]2[C:33](=[O:34])[N:35]2[CH2:36][CH2:37][N:38]([CH2:41][C:42](=[O:43])[NH:52][C:49]([CH3:48])([CH3:50])[CH3:51])[CH2:39][CH2:40]2)[cH:10][n:11]1. Starting materials: C(C)N1C(C2CCCC2C1)=C[N+](=O)[O-] (N-ethyl-2-nitromethylene-3-azabicyclo (3,3,0) octane), 20. The reagents and catalysts are [Ni] (Raney Nickel). Solvent: CO (methanol). Product: 30, C(C)N1C(C2CCCC2C1)CN (N-ethyl-2-aminomethyl-3-azabicyclo (3,3,0) octane). RXN SMILES: [CH2:1]([N:3]1[CH2:10][CH:9]2[CH:5]([CH2:6][CH2:7][CH2:8]2)[C:4]1=[CH:11][N+:12]([O-])=O)[CH3:2]>[Ni].CO>[CH2:1]([N:3]1[CH2:10][CH:9]2[CH:5]([CH2:6][CH2:7][CH2:8]2)[CH:4]1[CH2:11][NH2:12])[CH3:2]. Procedure: 54 parts of N-ethyl-2-nitromethylene-3-azabicyclo (3,3,0) octane, in solution in 500 parts of anhydrous methanol were reduced in presence of 20 parts of Raney Nickel at 5 kg/m2 pressure. After filtration and washing of the catalyst by methanol, the filtrate was evaporated under vacuo then distilled. There were obtained 30 parts of N-ethyl-2-aminomethyl-3-azabicyclo (3,3,0) octane, B.P./0.25-0.30 mmHg : 88°-90° C. This reduction can be easily carried out with lithium aluminium hydride too. Starting materials: C(C)OC(NC1=C(C=C(C=C1OC)CC=1C(=NC(=NC1)N)N)OC)=O (4-[(2,4-diamino-5-pyrimidinyl)-methyl]-2,6-dimethoxy-carbanilic acid ethyl ester), [H-].[Na+] (sodium hydride), C(C)I (ethyl iodide). Run in CN(C=O)C (dimethylformamide). Run at time 30 minute. Yields the product C(C)OC(N(C1=C(C=C(C=C1OC)CC=1C(=NC(=NC1)N)N)OC)CC)=O (N-ethyl-4-[(2,4-diamino-5-pyrimidinyl)-methyl]-2,6-dimethoxy-carbanilic acid ethyl ester). Reaction SMILES: [CH2:1]([O:3][C:4](=[O:25])[NH:5][C:6]1[C:11]([O:12][CH3:13])=[CH:10][C:9]([CH2:14][C:15]2[C:16]([NH2:22])=[N:17][C:18]([NH2:21])=[N:19][CH:20]=2)=[CH:8][C:7]=1[O:23][CH3:24])[CH3:2].[H-].[Na+].[CH2:28](I)[CH3:29]>CN(C)C=O>[CH2:1]([O:3][C:4](=[O:25])[N:5]([CH2:28][CH3:29])[C:6]1[C:11]([O:12][CH3:13])=[CH:10][C:9]([CH2:14][C:15]2[C:16]([NH2:22])=[N:17][C:18]([NH2:21])=[N:19][CH:20]=2)=[CH:8][C:7]=1[O:23][CH3:24])[CH3:2] |f:1.2|. Procedure: A mixture of 12 g. of 4-[(2,4-diamino-5-pyrimidinyl)-methyl]-2,6-dimethoxy-carbanilic acid ethyl ester and 2 g. of sodium hydride (50% dispersion in oil) in 100 ml. of absolute dimethylformamide was stirred at room temperature for 4 hours and then treated with 6.5 g. of ethyl iodide. After stirring at room temperature for 30 minutes, the dimethylformamide was removed at 60° C. under vacuum. The residue was taken up in 250 ml. of water and the precipitated product extracted with two 600 ml. porti... Reactants: C(C)(C)[N-]C(C)C.[Li+] (lithium diisopropylamide), C(C)OC(CNCC(=O)OC(C)(C)C)=O (ethyl(tert-butoxycarbonylmethylamino)acetate), BrCC1=C(C=CC=C1)I (1-Bromomethyl-2-iodobenzene). The solvent is O1CCCC1 (tetrahydrofuran). Conditions: time 2 hour. Yields the product C(C)(C)(C)OC(=O)CNC(C(=O)OCC)CC1=C(C=CC=C1)I (Ethyl 2-(tert-butoxycarbonylmethylamino)-3-(2-iodophenyl)propionate). Reaction SMILES: C([N-]C(C)C)(C)C.[Li+].[CH2:9]([O:11][C:12](=[O:23])[CH2:13][NH:14][CH2:15][C:16]([O:18][C:19]([CH3:22])([CH3:21])[CH3:20])=[O:17])[CH3:10].Br[CH2:25][C:26]1[CH:31]=[CH:30][CH:29]=[CH:28][C:27]=1[I:32]>O1CCCC1>[C:19]([O:18][C:16]([CH2:15][NH:14][CH:13]([CH2:25][C:26]1[CH:31]=[CH:30][CH:29]=[CH:28][C:27]=1[I:32])[C:12]([O:11][CH2:9][CH3:10])=[O:23])=[O:17])([CH3:22])([CH3:21])[CH3:20] |f:0.1|. Procedure details: At −78° C., lithium diisopropylamide solution (2 M in THF/n-heptane, 17 ml, 34 mmol) was slowly added dropwise to ethyl(tert-butoxycarbonylmethylamino)acetate (7.4 g, 34 mmol) in tetrahydrofuran (abs., 50 ml). The mixture was stirred at this temperature for 2 h. 1-Bromomethyl-2-iodobenzene (10.0 g, 46 mmol) was then slowly added dropwise, and the mixture was stirred at −78° C. for 1 h. The reaction solution was slowly (12 h) warmed to room temperature and then concentrated on a rotary evaporator... Reactants: [BH4-], CC(C)O, [Na+], CCOC(=O)Cc1cc(O)nc(C)n1. Yields the product Cc1nc(O)cc(CCO)n1. Reaction SMILES: [BH4-:15].[CH:17]([OH:18])([CH3:19])[CH3:20].[Na+:16].[OH:1][c:2]1[n:3][c:4]([CH3:14])[n:5][c:6]([CH2:8][C:9](=[O:10])[O:11][CH2:12][CH3:13])[cH:7]1>>[OH:1][c:2]1[n:3][c:4]([CH3:14])[n:5][c:6]([CH2:8][CH2:9][OH:10])[cH:7]1. Starting materials: CC(C)(C)OC(=O)N1CCC(CCO)CC1, Cc1ccccc1, CC(=O)N(c1ccc(Cl)cc1)C1CC(C)N(C(=O)c2ccc(O)cc2)c2ccccc21, CCOC(=O)N=NC(=O)OCC, c1ccc(P(c2ccccc2)c2ccccc2)cc1. Yields the product CC(=O)N(c1ccc(Cl)cc1)C1CC(C)N(C(=O)c2ccc(OCCC3CCN(C(=O)OC(C)(C)C)CC3)cc2)c2ccccc21. Reaction SMILES: [C:1]([CH3:2])([CH3:3])([CH3:4])[O:5][C:6](=[O:7])[N:8]1[CH2:9][CH2:10][CH:11]([CH2:14][CH2:15][OH:16])[CH2:12][CH2:13]1.[CH3:79][c:80]1[cH:81][cH:82][cH:83][cH:84][cH:85]1.[Cl:36][c:37]1[cH:38][cH:39][c:40]([N:43]([C:44]([CH3:45])=[O:46])[CH:47]2[CH2:48][CH:49]([CH3:66])[N:50]([C:57]([c:58]3[cH:59][cH:60][c:61]([OH:64])[cH:62][cH:63]3)=[O:65])[c:51]3[cH:52][cH:53][cH:54][cH:55][c:56]32)[cH:41][cH:42]1.[O:67]=[C:68]([O:69][CH2:70][CH3:71])[N:72]=[N:73][C:74]([O:75][CH2:76][CH3:77])=[O:78].[c:17]1([P:18]([c:19]2[cH:20][cH:21][cH:22][cH:23][cH:24]2)[c:25]2[cH:26][cH:27][cH:28][cH:29][cH:30]2)[cH:31][cH:32][cH:33][cH:34][cH:35]1>>[C:1]([CH3:2])([CH3:3])([CH3:4])[O:5][C:6](=[O:7])[N:8]1[CH2:9][CH2:10][CH:11]([CH2:14][CH2:15][O:16][c:61]2[cH:60][cH:59][c:58]([C:57]([N:50]3[CH:49]([CH3:66])[CH2:48][CH:47]([N:43]([c:40]4[cH:39][cH:38][c:37]([Cl:36])[cH:42][cH:41]4)[C:44]([CH3:45])=[O:46])[c:56]4[c:51]3[cH:52][cH:53][cH:54][cH:55]4)=[O:65])[cH:63][cH:62]2)[CH2:12][CH2:13]1. Starting materials: Clc1ncc(Br)c(Cl)n1, C1CCOC1, CC(C)[Mg+], [Cl-], COc1ccc(F)c(F)c1C=O. Yields the product COc1ccc(F)c(F)c1C(O)c1cnc(Cl)nc1Cl. RXN SMILES: [Br:1][c:2]1[c:3]([Cl:9])[n:4][c:5]([Cl:8])[n:6][cH:7]1.[CH2:27]1[O:28][CH2:29][CH2:30][CH2:31]1.[CH:11]([Mg+:12])([CH3:13])[CH3:14].[Cl-:10].[F:15][c:16]1[c:17]([CH:18]=[O:19])[c:20]([O:25][CH3:26])[cH:21][cH:22][c:23]1[F:24]>>[c:2]1([CH:18]([c:17]2[c:16]([F:15])[c:23]([F:24])[cH:22][cH:21][c:20]2[O:25][CH3:26])[OH:19])[c:3]([Cl:9])[n:4][c:5]([Cl:8])[n:6][cH:7]1. The reactants are [N+](=O)([O-])C1=C(C(=C(C(=C1)Cl)CC)Cl)O (2-nitro-4,6-dichloro-5-ethylphenol), ( 1 ). Reagents/catalysts: [Ni] (Raney nickel). Solvent: C(C)(C)O (isopropyl alcohol). The product is Cl.NC1=C(C(=C(C(=C1)Cl)CC)Cl)O (2-amino-4,6-dichloro-5-ethylphenol.hydrochloride). Reaction SMILES: [N+:1]([C:4]1[CH:9]=[C:8]([Cl:10])[C:7]([CH2:11][CH3:12])=[C:6]([Cl:13])[C:5]=1[OH:14])([O-])=O>[Ni].C(O)(C)C>[ClH:10].[NH2:1][C:4]1[CH:9]=[C:8]([Cl:10])[C:7]([CH2:11][CH3:12])=[C:6]([Cl:13])[C:5]=1[OH:14] |f:3.4|. Reported procedure: 525 ml of isopropyl alcohol, 125 g of the same 2-nitro-4,6-dichloro-5-ethylphenol as described above in (1) and 7.5 g of Raney nickel were placed in 1 liter of autoclave, and then the mixture was stirred until absorbing the theoretical amount of hydrogen gas under 10 kg/cm2 of initial pressure of hydrogen at 50° C. or less. Raney nickel catalysts were removed by filtration from the reaction mixture, and 165 g of concentrated hydrochloric acid was added to the resulting filtrate. Then, the result... Reactants: B, [BH4-], CCB(CC)CC, C1CCOC1, CC(=O)O, CO, [Na+], O, CCOC(=O)CC(=O)CC(O)C(=O)OC. Yields the product CCOC(=O)CC(O)CC(O)C(=O)OC. As a reaction SMILES: [BH3:23].[BH4-:24].[CH2:1]([B:2]([CH2:3][CH3:4])[CH2:5][CH3:6])[CH3:7].[CH2:26]1[O:27][CH2:28][CH2:29][CH2:30]1.[CH3:32][C:33](=[O:34])[OH:35].[CH3:36][OH:37].[Na+:25].[OH2:31].[OH:8][CH:9]([C:10](=[O:11])[O:12][CH3:13])[CH2:14][C:15]([CH2:16][C:17](=[O:18])[O:19][CH2:20][CH3:21])=[O:22]>>[OH:8][CH:9]([C:10](=[O:11])[O:12][CH3:13])[CH2:14][CH:15]([CH2:16][C:17](=[O:18])[O:19][CH2:20][CH3:21])[OH:22]. Starting materials: FC1=NC=CC(=C1)C=1NC(=NC1C1=CC=C(C=C1)F)SC (2-Fluoro-4-[5-(4-fluorophenyl)-2-methylsulfanyl-3H-imidazol-4-yl]pyridine), NC1=CC=CC=C1 (aniline). Yields the product FC1=CC=C(C=C1)C1=C(NC(=N1)SC)C1=CC(=NC=C1)NC1=CC=CC=C1 ({4-[5-(4-Fluorophenyl)-2-methylsulfanyl-3H-imidazol-4-yl]pyridin-2-yl}-phenylamine). RXN SMILES: F[C:2]1[CH:7]=[C:6]([C:8]2[NH:9][C:10]([S:20][CH3:21])=[N:11][C:12]=2[C:13]2[CH:18]=[CH:17][C:16]([F:19])=[CH:15][CH:14]=2)[CH:5]=[CH:4][N:3]=1.[NH2:22][C:23]1[CH:28]=[CH:27][CH:26]=[CH:25][CH:24]=1>>[F:19][C:16]1[CH:17]=[CH:18][C:13]([C:12]2[N:11]=[C:10]([S:20][CH3:21])[NH:9][C:8]=2[C:6]2[CH:5]=[CH:4][N:3]=[C:2]([NH:22][C:23]3[CH:28]=[CH:27][CH:26]=[CH:25][CH:24]=3)[CH:7]=2)=[CH:14][CH:15]=1. Reported procedure: Using the general method C, the title compound was prepared from 25b (0.2 g; 0.7 mmol) and aniline (0.65 g; 7.0 mmol) after a reaction time of 6 hours under reflux and separation by column chromatography (SiO2 60, CH2Cl2/EtOH 9+1). M.p. 228° C.